From a dataset of the Open Reaction Database (ORD), a public repository of structured organic reaction records. describe an organic reaction: reactants, conditions, products, and yield Reactants: ClC1=NC2=CC(=C(C=C2C(=N1)N)OC)OC (2-chloro-4-amino-6,7-dimethoxyquinazoline), CC1=C(C=CC(=O)N2CCNCC2)C=CC=C1 (2-methylcinnamoylpiperazine). The solvent is C(CC(C)C)O (isoamyl alcohol). The product is CC1=C(C=CC(=O)N2CCN(CC2)C2=NC3=CC(=C(C=C3C(=N2)N)OC)OC)C=CC=C1 (2-[4-(2-Methylcinnamoyl)-piperazin-1-yl]-4-amino-6,7-dimethoxyquinazoline). As a reaction SMILES: Cl[C:2]1[N:11]=[C:10]([NH2:12])[C:9]2[C:4](=[CH:5][C:6]([O:15][CH3:16])=[C:7]([O:13][CH3:14])[CH:8]=2)[N:3]=1.[CH3:17][C:18]1[CH:33]=[CH:32][CH:31]=[CH:30][C:19]=1[CH:20]=[CH:21][C:22]([N:24]1[CH2:29][CH2:28][NH:27][CH2:26][CH2:25]1)=[O:23]>C(O)CC(C)C>[CH3:17][C:18]1[CH:33]=[CH:32][CH:31]=[CH:30][C:19]=1[CH:20]=[CH:21][C:22]([N:24]1[CH2:29][CH2:28][N:27]([C:2]2[N:11]=[C:10]([NH2:12])[C:9]3[C:4](=[CH:5][C:6]([O:15][CH3:16])=[C:7]([O:13][CH3:14])[CH:8]=3)[N:3]=2)[CH2:26][CH2:25]1)=[O:23]. Procedure details: A mixture of 479 mg. of 2-chloro-4-amino-6,7-dimethoxyquinazoline and 461 mg. of 2-methylcinnamoylpiperazine in 10 ml. of isoamyl alcohol was heated under reflux for 4 hours. After ice-cooling, the reaction mixture was filtered and the product thus obtained was washed with ethanol to yield 812 mg. of the desired product as the hydrochloride. Reactants: C(C)(C)(C)OC(NC1(CCC1)C1=CC=C(C=C1)C=1C(=CC=2N(N1)C=C(N2)C)C2=CC=CC=C2)=O ({1-[4-(2-Methyl-7-phenyl-imidazo[1,2-b]pyridazin-6-yl)-phenyl]-cyclobutyl}-carbamic acid tert.-butyl ester), Cl (hydrogen chloride). Solvent: O1CCOCC1 (dioxane). The product is Cl.CC=1N=C2N(N=C(C(=C2)C2=CC=CC=C2)C2=CC=C(C=C2)C2(CCC2)N)C1 (1-[4-(2-Methyl-7-phenyl-imidazo[1,2-b]pyridazin-6-yl)-phenyl]-cyclobutylamine hydrochloride). Yield: 76.0%. Reaction SMILES: C(OC(=O)[NH:7][C:8]1([C:12]2[CH:17]=[CH:16][C:15]([C:18]3[C:19]([C:28]4[CH:33]=[CH:32][CH:31]=[CH:30][CH:29]=4)=[CH:20][C:21]4[N:22]([CH:24]=[C:25]([CH3:27])[N:26]=4)[N:23]=3)=[CH:14][CH:13]=2)[CH2:11][CH2:10][CH2:9]1)(C)(C)C.[ClH:35]>O1CCOCC1>[ClH:35].[CH3:27][C:25]1[N:26]=[C:21]2[CH:20]=[C:19]([C:28]3[CH:29]=[CH:30][CH:31]=[CH:32][CH:33]=3)[C:18]([C:15]3[CH:16]=[CH:17][C:12]([C:8]4([NH2:7])[CH2:11][CH2:10][CH2:9]4)=[CH:13][CH:14]=3)=[N:23][N:22]2[CH:24]=1 |f:3.4|. Procedure: 100 mg (0.22 mmol) {1-[4-(2-Methyl-7-phenyl-imidazo[1,2-b]pyridazin-6-yl)-phenyl]-cyclobutyl}-carbamic acid tert.-butyl ester, (intermediate example int-2-2), were stirred with 7.5 mL 4M hydrogen chloride in dioxane over night at room temperature. After evaporation of the solvent the residue was treated with a mixture of methyl-tert. butylether and dichloromethane (1:1) and stirred over night at room temperature. The precipitate was filtered off yielding 132 mg (76%) of the title compound. Starting materials: CCBr, O=C([O-])[O-], COC(=O)Cc1cc(C)cc2[nH]c(=O)c(Cc3ccc(Cl)cc3)c(C)c12, CN(C)C=O, CCOC(C)=O, [K+], [K+]. Product: CCOc1nc2cc(C)cc(CC(=O)OC)c2c(C)c1Cc1ccc(Cl)cc1. As a reaction SMILES: [Br:27][CH2:28][CH3:29].[C:30](=[O:31])([O-:32])[O-:33].[CH3:1][O:2][C:3]([CH2:4][c:5]1[c:6]2[c:7]([CH3:25])[c:8]([CH2:17][c:18]3[cH:19][cH:20][c:21]([Cl:24])[cH:22][cH:23]3)[c:9](=[O:16])[nH:10][c:11]2[cH:12][c:13]([CH3:15])[cH:14]1)=[O:26].[CH3:36][N:37]([CH3:38])[CH:39]=[O:40].[CH3:41][CH2:42][O:43][C:44](=[O:45])[CH3:46].[K+:34].[K+:35]>>[CH3:1][O:2][C:3]([CH2:4][c:5]1[c:6]2[c:7]([CH3:25])[c:8]([CH2:17][c:18]3[cH:19][cH:20][c:21]([Cl:24])[cH:22][cH:23]3)[c:9]([O:16][CH2:28][CH3:29])[n:10][c:11]2[cH:12][c:13]([CH3:15])[cH:14]1)=[O:26]. Starting materials: C1(CC1)C=1C=C(C=CC1F)B1OC(C(O1)(C)C)(C)C (2-(3-cyclopropyl-4-fluoro-phenyl)-4,4,5,5-tetramethyl-[1,3,2]dioxaborolane), ClC=1C=C(N=NC1)CN1C(=NC=C1)C (5-chloro-3-(2-methyl-imidazol-1-yl-methyl)-pyridazine). Yields the product C1(CC1)C=1C=C(C=CC1F)C=1C=C(N=NC1)CN1C(=NC=C1)C (5-(3-Cyclopropyl-4-fluoro-phenyl)-3-(2-methyl-imidazol-1-yl-methyl)-pyridazine). Reaction SMILES: [CH:1]1([C:4]2[CH:5]=[C:6](B3OC(C)(C)C(C)(C)O3)[CH:7]=[CH:8][C:9]=2[F:10])[CH2:3][CH2:2]1.Cl[C:21]1[CH:22]=[C:23]([CH2:27][N:28]2[CH:32]=[CH:31][N:30]=[C:29]2[CH3:33])[N:24]=[N:25][CH:26]=1>>[CH:1]1([C:4]2[CH:5]=[C:6]([C:21]3[CH:22]=[C:23]([CH2:27][N:28]4[CH:32]=[CH:31][N:30]=[C:29]4[CH3:33])[N:24]=[N:25][CH:26]=3)[CH:7]=[CH:8][C:9]=2[F:10])[CH2:2][CH2:3]1. Procedure: The title compound, MS: m/e=309.4 (M+H30), was prepared from 2-(3-cyclopropyl-4-fluoro-phenyl)-4,4,5,5-tetramethyl-[1,3,2]dioxaborolane and 5-chloro-3-(2-methyl-imidazol-1-yl-methyl)-pyridazine. Reactants: COC(=O)c1cc(N2CCC2)c(C(F)(F)F)cc1[N+](=O)[O-], C1CCOC1. Yields the product COC(=O)c1cc(N2CCC2)c(C(F)(F)F)cc1N. As a reaction SMILES: [CH3:1][O:2][C:3]([c:4]1[c:5]([N+:18]([O-:19])=[O:20])[cH:6][c:7]([C:14]([F:15])([F:16])[F:17])[c:8]([N:10]2[CH2:11][CH2:12][CH2:13]2)[cH:9]1)=[O:21].[O:22]1[CH2:23][CH2:24][CH2:25][CH2:26]1>>[CH3:1][O:2][C:3]([c:4]1[c:5]([NH2:18])[cH:6][c:7]([C:14]([F:15])([F:16])[F:17])[c:8]([N:10]2[CH2:11][CH2:12][CH2:13]2)[cH:9]1)=[O:21]. Reactants: CC(=O)N1CCN(CCCO)CC1, ClCCl, COc1cc2ncnc(Cl)c2cc1O, CCOC(=O)N=NC(=O)OCC, c1ccc(P(c2ccccc2)c2ccccc2)cc1. Yields the product COc1cc2ncnc(Cl)c2cc1OCCCN1CCN(C(C)=O)CC1. RXN SMILES: [C:27]([CH3:28])(=[O:29])[N:30]1[CH2:31][CH2:32][N:33]([CH2:36][CH2:37][CH2:38][OH:39])[CH2:34][CH2:35]1.[CH2:59]([Cl:60])[Cl:61].[Cl:13][c:14]1[n:15][cH:16][n:17][c:18]2[cH:19][c:20]([O:25][CH3:26])[c:21]([OH:24])[cH:22][c:23]12.[O:1]=[C:2]([O:3][CH2:4][CH3:5])[N:6]=[N:7][C:8]([O:9][CH2:10][CH3:11])=[O:12].[c:40]1([P:41]([c:42]2[cH:43][cH:44][cH:45][cH:46][cH:47]2)[c:48]2[cH:49][cH:50][cH:51][cH:52][cH:53]2)[cH:54][cH:55][cH:56][cH:57][cH:58]1>>[Cl:13][c:14]1[n:15][cH:16][n:17][c:18]2[cH:19][c:20]([O:25][CH3:26])[c:21]([O:24][CH2:38][CH2:37][CH2:36][N:33]3[CH2:32][CH2:31][N:30]([C:27]([CH3:28])=[O:29])[CH2:35][CH2:34]3)[cH:22][c:23]12.